This data is from the Open Reaction Database (ORD), a public repository of structured organic reaction records. The task is: describe an organic reaction: reactants, conditions, products, and yield The reactants are O(C1=CC=CC=C1)C=1C=CC=2C[C@@H]3[C@@H]4CCCC[C@@]4(C2C1)CCN3C(=O)OCC(Cl)(Cl)Cl ((-)-3-phenoxy-N-trichlorocarbethoxymorphinan). Reagents/catalysts: [Zn] (zinc). Run in C(C)(=O)O (acetic acid). Reaction conditions: time 16 hour. Product: Cl.O(C1=CC=CC=C1)C=1C=CC=2C[C@@H]3[C@@H]4CCCC[C@@]4(C2C1)CCN3 ((-)-3-phenoxymorphinan hydrochloride). Isolated yield 28.1%. As a reaction SMILES: [O:1]([C:8]1[CH:9]=[CH:10][C:11]2[CH2:12][C@H:13]3[N:24](C(OCC(Cl)(Cl)[Cl:30])=O)[CH2:23][CH2:22][C@@:19]4([C:20]=2[CH:21]=1)[C@H:14]3[CH2:15][CH2:16][CH2:17][CH2:18]4)[C:2]1[CH:7]=[CH:6][CH:5]=[CH:4][CH:3]=1>C(O)(=O)C.[Zn]>[ClH:30].[O:1]([C:8]1[CH:9]=[CH:10][C:11]2[CH2:12][C@H:13]3[NH:24][CH2:23][CH2:22][C@@:19]4([C:20]=2[CH:21]=1)[C@H:14]3[CH2:15][CH2:16][CH2:17][CH2:18]4)[C:2]1[CH:7]=[CH:6][CH:5]=[CH:4][CH:3]=1 |f:3.4|. Reported procedure: To a solution of 3.4 g (0.007 mol) of (-)-3-phenoxy-N-trichlorocarbethoxymorphinan in 40 ml of 90% acetic acid was added portionwise 2.0 g of zinc-dust. The mixture was stirred at room temperature for 16 hours and filtered. The filtrate was concentrated in vacuo and the residue was partitioned between ether and dilute ammonium hydroxide. The ether solution was extracted with 4 N hydrochloric acid. The acidic solution was extracted with chloroform. After removal of chloroform, the crude hydrochlo... Reactants: [N+](=O)([O-])C=1C=NN(C1)CCC=O (3-(4-nitro-1H-pyrazol-1-yl)propanal), COC=1C=C2CCNC2=CC1 (5-methoxyindoline), [BH4-].[Na+] (NaBH4). The solvent is CO (MeOH). Run at time 1 hour. The product is COC=1C=C2CCN(C2=CC1)CCCN1N=CC(=C1)[N+](=O)[O-] (5-methoxy-1-(3-(4-nitro-1H-pyrazol-1-yl)propyl)indoline). As a reaction SMILES: [N+:1]([C:4]1[CH:5]=[N:6][N:7]([CH2:9][CH2:10][CH:11]=O)[CH:8]=1)([O-:3])=[O:2].[CH3:13][O:14][C:15]1[CH:16]=[C:17]2[C:21](=[CH:22][CH:23]=1)[NH:20][CH2:19][CH2:18]2.[BH4-].[Na+]>CO>[CH3:13][O:14][C:15]1[CH:16]=[C:17]2[C:21](=[CH:22][CH:23]=1)[N:20]([CH2:11][CH2:10][CH2:9][N:7]1[CH:8]=[C:4]([N+:1]([O-:3])=[O:2])[CH:5]=[N:6]1)[CH2:19][CH2:18]2 |f:2.3|. Procedure details: To a solution of 3-(4-nitro-1H-pyrazol-1-yl)propanal (200 mg, 1.18 mmol) in MeOH (12.0 mL), 5-methoxyindoline (176 mg, 1.18 mmol) was added. This reaction mixture was stirred at rt for 1 h, then NaBH4 (121 mg, 3.20 mmol) was added and stirred for another 30 min at rt. The reaction mixture was quenched with water and extracted with EtOAc (2×). The combined org. layers were dried (MgSO4), filtered and the solvent was removed under reduced pressure to yield 5-methoxy-1-(3-(4-nitro-1H-pyrazol-1-yl)p... The reactants are BrCCBr, O=C([O-])[O-], COC(CCc1ccc(O)cc1)(OC)C(F)(F)F, [K+], [K+]. Yields the product COC(CCc1ccc(OCCBr)cc1)(OC)C(F)(F)F. RXN SMILES: [Br:25][CH2:26][CH2:27][Br:28].[C:19](=[O:20])([O-:21])[O-:22].[CH3:1][O:2][C:3]([CH2:4][CH2:5][c:6]1[cH:7][cH:8][c:9]([OH:12])[cH:10][cH:11]1)([C:13]([F:14])([F:15])[F:16])[O:17][CH3:18].[K+:23].[K+:24]>>[CH3:1][O:2][C:3]([CH2:4][CH2:5][c:6]1[cH:7][cH:8][c:9]([O:12][CH2:27][CH2:26][Br:25])[cH:10][cH:11]1)([C:13]([F:14])([F:15])[F:16])[O:17][CH3:18].